This data is from the Open Reaction Database (ORD), a public repository of structured organic reaction records. The task is: describe an organic reaction: reactants, conditions, products, and yield The reactants are N[C@@H]1CC[C@H](CC1)N (trans-1,4-diaminocyclohexane), ClC1=NC(=C2N=CN(C2=N1)C1CSCC1)NCC1=CC=CC=C1 (2-chloro-N-(phenylmethyl)-9-(tetrahydro-3-thienyl)-9H-purin-6-amine). Run in O (water). Reaction conditions: time 3 hour. Product: Cl.Cl.NC1CCC(CC1)NC1=NC(=C2N=CN(C2=N1)C1CSCC1)NCC1=CC=CC=C1 (N2-(4-amino-cyclohexyl)-N6-(phenylmethyl)-9-(tetrahydro-3-thienyl)-9H-purine-2,6-diamine dihydrochloride). Isolated yield 131.1%. RXN SMILES: [NH2:1][C@H:2]1[CH2:7][CH2:6][C@H:5]([NH2:8])[CH2:4][CH2:3]1.[Cl:9][C:10]1[N:18]=[C:17]2[C:13]([N:14]=[CH:15][N:16]2[CH:19]2[CH2:23][CH2:22][S:21][CH2:20]2)=[C:12]([NH:24][CH2:25][C:26]2[CH:31]=[CH:30][CH:29]=[CH:28][CH:27]=2)[N:11]=1>O>[ClH:9].[ClH:9].[NH2:1][CH:2]1[CH2:7][CH2:6][CH:5]([NH:8][C:10]2[N:18]=[C:17]3[C:13]([N:14]=[CH:15][N:16]3[CH:19]3[CH2:23][CH2:22][S:21][CH2:20]3)=[C:12]([NH:24][CH2:25][C:26]3[CH:31]=[CH:30][CH:29]=[CH:28][CH:27]=3)[N:11]=2)[CH2:4][CH2:3]1 |f:3.4.5|. Reported procedure: 400 mg of trans-1,4-diaminocyclohexane is taken to a temperature of 60 to 70° C., then 119 mg of the product obtained in Stage 2 above is added and the reaction medium is taken to a temperature of 130 to 140° C. for 3 hours, then left to return to ambient temperature, 5 ml of water is added followed by extracting with 3×10 ml of ethyl acetate, washing with 10 ml of water and 5 ml of an aqueous solution of sodium chloride, drying and evaporating to dryness. After purification on silica eluting wi... Starting materials: CC(C)(C)OC(=O)N1CCC(=O)CC1, CN(C)c1cc2[nH]ccc2cn1, CO, [K+], [OH-], O. The product is CN(C)c1cc2[nH]cc(C3=CCN(C(=O)OC(C)(C)C)CC3)c2cn1. RXN SMILES: [C:13]([CH3:14])([CH3:15])([CH3:16])[O:17][C:18](=[O:19])[N:20]1[CH2:21][CH2:22][C:23](=[O:26])[CH2:24][CH2:25]1.[CH3:1][N:2]([c:3]1[cH:4][c:5]2[c:6]([cH:7][n:8]1)[cH:9][cH:10][nH:11]2)[CH3:12].[CH3:30][OH:31].[K+:28].[OH-:27].[OH2:29]>>[CH3:1][N:2]([c:3]1[cH:4][c:5]2[c:6]([cH:7][n:8]1)[c:9]([C:23]1=[CH:22][CH2:21][N:20]([C:18]([O:17][C:13]([CH3:14])([CH3:15])[CH3:16])=[O:19])[CH2:25][CH2:24]1)[cH:10][nH:11]2)[CH3:12]. Reactants: Cc1cc(NC(=O)OC(C)(C)C)nc(NS(=O)(=O)c2sc(Br)nc2C)c1, N#Cc1ccc(B(O)O)cc1, O=C([O-])[O-], COCCOC, [Cs+], [Cs+], O. Product: Cc1cc(NC(=O)OC(C)(C)C)nc(NS(=O)(=O)c2sc(-c3ccc(C#N)cc3)nc2C)c1. As a reaction SMILES: [Br:1][c:2]1[s:3][c:4]([S:8](=[O:9])(=[O:10])[NH:11][c:12]2[cH:13][c:14]([CH3:26])[cH:15][c:16]([NH:18][C:19]([O:20][C:21]([CH3:22])([CH3:23])[CH3:24])=[O:25])[n:17]2)[c:5]([CH3:7])[n:6]1.[C:27](#[N:28])[c:29]1[cH:30][cH:31][c:32]([B:35]([OH:36])[OH:37])[cH:33][cH:34]1.[C:38](=[O:39])([O-:40])[O-:41].[CH2:45]([CH2:46][O:47][CH3:48])[O:49][CH3:50].[Cs+:42].[Cs+:43].[OH2:44]>>[c:2]1(-[c:32]2[cH:31][cH:30][c:29]([C:27]#[N:28])[cH:34][cH:33]2)[s:3][c:4]([S:8](=[O:9])(=[O:10])[NH:11][c:12]2[cH:13][c:14]([CH3:26])[cH:15][c:16]([NH:18][C:19]([O:20][C:21]([CH3:22])([CH3:23])[CH3:24])=[O:25])[n:17]2)[c:5]([CH3:7])[n:6]1. Starting materials: CON(C(=O)C1=CN(C2=CC=CC=C2C1=O)CC1=NC(=CC=C1)C)C (1-(6-methyl-pyridin-2-ylmethyl)-4-oxo-1,4-dihydro-quinoline-3-carboxylic acid methoxy-methyl-amide), white solid, FC=1C=C(C=CC1OC)[Mg]Br (3-fluoro-4-methoxyphenylmagnesium bromide). Solvent: C1CCOC1 (THF). The product is FC=1C=C(C(=O)C2=CN(C3=CC=CC=C3C2=O)CC2=NC(=CC=C2)C)C=CC1OC (3-(3-Fluoro-4-methoxy-benzoyl)-1-(6-methyl-pyridin-2-ylmethyl)-1H-quinolin-4-one). Reaction SMILES: CON(C)[C:4]([C:6]1[C:15](=[O:16])[C:14]2[C:9](=[CH:10][CH:11]=[CH:12][CH:13]=2)[N:8]([CH2:17][C:18]2[CH:23]=[CH:22][CH:21]=[C:20]([CH3:24])[N:19]=2)[CH:7]=1)=[O:5].[F:26][C:27]1[CH:28]=[C:29]([Mg]Br)[CH:30]=[CH:31][C:32]=1[O:33][CH3:34]>C1COCC1>[F:26][C:27]1[CH:28]=[C:29]([CH:30]=[CH:31][C:32]=1[O:33][CH3:34])[C:4]([C:6]1[C:15](=[O:16])[C:14]2[C:9](=[CH:10][CH:11]=[CH:12][CH:13]=2)[N:8]([CH2:17][C:18]2[CH:23]=[CH:22][CH:21]=[C:20]([CH3:24])[N:19]=2)[CH:7]=1)=[O:5]. Reported procedure: Experimental conditions analogous to those described for Step 6 of Example 60, from 120 mg (0.36 mmol) of 1-(6-methyl-pyridin-2-ylmethyl)-4-oxo-1,4-dihydro-quinoline-3-carboxylic acid methoxy-methyl-amide in 2 mL THF and 1.6 mL 0.5M 3-fluoro-4-methoxyphenylmagnesium bromide. Yield: 95 mg of a white solid. LC-MSD, m/z for C24H19FN2O3 [M+H]+=403.1; HPLC retention time: 1.9 min. Reactants: C(C1CO1)OCC1CO1 (Diglycidyl ether), OC1CCC(CC1)C(C)(C)C1CCC(CC1)O (2,2-bis-(p-hydroxycyclohexyl)-propane), C(Cl)C1CO1 (epichlorohydrin), epoxide, epoxide. Run in CCOCC (ether). Product: C=CC1=CC=CC=C1.C=CC1=CC=C(C=C1)C=C.C1C(O1)COCC2=CC=CC=C2 (Epoxide Resin). Reaction SMILES: [CH2:1]([O:5][CH2:6][CH:7]1[O:9][CH2:8]1)[CH:2]1O[CH2:3]1.O[CH:11]1[CH2:16][CH2:15][CH:14]([C:17]([CH:20]2[CH2:25][CH2:24][CH:23](O)[CH2:22][CH2:21]2)([CH3:19])[CH3:18])[CH2:13][CH2:12]1.C(C1OC1)Cl>CCOCC>[CH2:18]=[CH:17][C:14]1[CH:15]=[CH:16][CH:11]=[CH:12][CH:13]=1.[CH2:1]=[CH:2][C:23]1[CH:22]=[CH:21][C:20]([CH:17]=[CH2:19])=[CH:25][CH:24]=1.[CH2:8]1[O:9][CH:7]1[CH2:6][O:5][CH2:1][C:2]1[CH:13]=[CH:12][CH:11]=[CH:16][CH:3]=1 |f:4.5.6|. Procedure: Diglycidyl ether resin (technical product) manufactured by condensation of hydrogenated diomethane (2,2-bis-(p-hydroxycyclohexyl)-propane) with a stoichiometric excess of epichlorohydrin in the presence of alkali, consisting mainly of hydrogenated diomethane-diglycidal ether of the formula ##EQU5## which is liquid at room temperature and has an epoxide content of 4.46 epoxide equivalents/kg. Starting materials: C(N)(OC(C)(C)C)=O (t-Butyl carbamate), FC1(C[C@@H](N(CC1)C(=O)OC(C)(C)C)C(NC1(CC1)C1=CC=C(C=C1)C(=O)OC)=O)F ((R)-tert-butyl 4,4-difluoro-2-((1-(4-(methoxycarbonyl)phenyl)cyclopropyl)carbamoyl)piperidine-1-carboxylate). Isolated yield 89.6%. Reported procedure: The title compound (D98) (47 mg) was prepared according to the general procedure for t-Butyl carbamate (Boc) cleavage starting from (R)-tert-butyl 4,4-difluoro-2-((1-(4-(methoxycarbonyl)phenyl)cyclopropyl)carbamoyl)piperidine-1-carboxylate (D67) (68 mg). RXN SMILES: C(=O)(OC(C)(C)C)N.[F:9][C:10]1([F:39])[CH2:15][CH2:14][N:13](C(OC(C)(C)C)=O)[C@@H:12]([C:23](=[O:38])[NH:24][C:25]2([C:28]3[CH:33]=[CH:32][C:31]([C:34]([O:36][CH3:37])=[O:35])=[CH:30][CH:29]=3)[CH2:27][CH2:26]2)[CH2:11]1>>[F:39][C:10]1([F:9])[CH2:15][CH2:14][NH:13][C@@H:12]([C:23]([NH:24][C:25]2([C:28]3[CH:33]=[CH:32][C:31]([C:34]([O:36][CH3:37])=[O:35])=[CH:30][CH:29]=3)[CH2:26][CH2:27]2)=[O:38])[CH2:11]1. Product: FC1(C[C@@H](NCC1)C(=O)NC1(CC1)C1=CC=C(C(=O)OC)C=C1)F ((R)-methyl 4-(1-(4,4-difluoropiperidine-2-carboxamido)cyclopropyl)benzoate). Starting materials: C(C)(C)(C)OC(N(C)C1=CC=C2C(=CN(C2=C1)CC1=CC(=CC(=C1)F)F)SC1=C(C=CC=C1)Br)=O ([3-(2-bromo-phenylsulfanyl)-1-(3,5-difluoro-benzyl)-1H-indol-6-yl]-methyl-carbamic acid tert-butyl ester), C(C)OC(=C)[Sn](CCCC)(CCCC)CCCC ((1-ethoxyvinyl)tributyltin), Cl (hydrochloric acid). The reagents and catalysts are Cl[Pd]([P](C1=CC=CC=C1)(C2=CC=CC=C2)C3=CC=CC=C3)([P](C4=CC=CC=C4)(C5=CC=CC=C5)C6=CC=CC=C6)Cl (dichlorobis(triphenylphosphine)palladium(II)). The solvent is C1(=CC=CC=C1)C (toluene). Reaction conditions: time 1 hour. The product is C(C)(C)(C)OC(N(C)C1=CC=C2C(=CN(C2=C1)CC1=CC(=CC(=C1)F)F)SC1=C(C=CC=C1)C(C)=O)=O ([3-(2-acetyl-phenylsulfanyl)-1-(3,5-difluoro-benzyl)-1H-indol-6-yl]-methyl-carbamic acid tert-butyl ester). Yield: 26.2%. Reaction SMILES: [C:1]([O:5][C:6](=[O:35])[N:7]([C:9]1[CH:17]=[C:16]2[C:12]([C:13]([S:27][C:28]3[CH:33]=[CH:32][CH:31]=[CH:30][C:29]=3Br)=[CH:14][N:15]2[CH2:18][C:19]2[CH:24]=[C:23]([F:25])[CH:22]=[C:21]([F:26])[CH:20]=2)=[CH:11][CH:10]=1)[CH3:8])([CH3:4])([CH3:3])[CH3:2].[CH2:36]([O:38]C([Sn](CCCC)(CCCC)CCCC)=C)[CH3:37].Cl>C1(C)C=CC=CC=1.Cl[Pd](Cl)([P](C1C=CC=CC=1)(C1C=CC=CC=1)C1C=CC=CC=1)[P](C1C=CC=CC=1)(C1C=CC=CC=1)C1C=CC=CC=1>[C:1]([O:5][C:6](=[O:35])[N:7]([C:9]1[CH:17]=[C:16]2[C:12]([C:13]([S:27][C:28]3[CH:33]=[CH:32][CH:31]=[CH:30][C:29]=3[C:36](=[O:38])[CH3:37])=[CH:14][N:15]2[CH2:18][C:19]2[CH:24]=[C:23]([F:25])[CH:22]=[C:21]([F:26])[CH:20]=2)=[CH:11][CH:10]=1)[CH3:8])([CH3:4])([CH3:3])[CH3:2] |^1:64,83|. Reported procedure: i)—A solution of [3-(2-bromo-phenylsulfanyl)-1-(3,5-difluoro-benzyl)-1H-indol-6-yl]-methyl-carbamic acid tert-butyl ester (Example 6, method 2, step i; 1.00 g, 1.79 mmol) in toluene (oxygen-free, 25 ml), containing dichlorobis(triphenylphosphine)palladium(II) (0.076 g, 0.0672 mmol) and (1-ethoxyvinyl)tributyltin (0.824 ml, 2.44 mmol) was heated under reflux overnight. After cooling, hydrochloric acid (2M, 15 ml) was added and the mixture was stirred for 1 h. The mixture was quenched with a satur... The reactants are C(C)(C)C1=NC(=C(C(=C1C[C@H](OS(=O)(=O)O)C1C(C=CC=C1)(C)O)C1=CC=C(C=C1)F)CCC)C(C)C (2,6-Diisopropyl-3-(1-hydroxy-2-(S)-toluylsulfoxyethyl)-4-(4-fluorophenyl)-5-propylpyridine), C(C)O (ethanol), C(C)O (ethanol). The reagents and catalysts are [Ni] (Raney nickel). Run at time 1.5 hour. Product: C(C)(C)C1=NC(=C(C(=C1C(C)O)C1=CC=C(C=C1)F)CCC)C(C)C ((+)-2,6-Diisopropyl-3-(1-hydroxyethyl)-4-(4-fluorophenyl)-5-propylpyridine). The yield is 94.0%. Reaction SMILES: [CH:1]([C:4]1[C:9](C[C@@H](C2C=CC=CC2(O)C)OS(O)(=O)=O)=[C:8]([C:25]2[CH:30]=[CH:29][C:28]([F:31])=[CH:27][CH:26]=2)[C:7]([CH2:32][CH2:33][CH3:34])=[C:6]([CH:35]([CH3:37])[CH3:36])[N:5]=1)([CH3:3])[CH3:2].[CH2:38]([OH:40])[CH3:39]>[Ni]>[CH:1]([C:4]1[C:9]([CH:38]([OH:40])[CH3:39])=[C:8]([C:25]2[CH:30]=[CH:29][C:28]([F:31])=[CH:27][CH:26]=2)[C:7]([CH2:32][CH2:33][CH3:34])=[C:6]([CH:35]([CH3:36])[CH3:37])[N:5]=1)([CH3:3])[CH3:2]. Procedure: A suspension of Raney nickel (40 g, washed with 3×100 mL ethanol) in ethanol (80 mL) was stirred under hydrogen atmosphere for 1.5 hours. The suspension was treated with a solution of the intermediate obtained in Step B (4.1 g, 8.5 mmol) in ethanol (180 mL) at room temperature and stirred vigorously for 5 hours. The suspension was carefully filtered through celite and concentrated. Filtration through silica gel (CH2Cl2) afforded the title compound (99% e.e.) as a white solid (2.74 g, 8 mmol, 94%...